From a dataset of the Open Reaction Database (ORD), a public repository of structured organic reaction records. describe an organic reaction: reactants, conditions, products, and yield Reactants: [Cl-], Cl[Cu], O=N[O-], CCc1sc(N)nc1C(=O)OC, [Na+], [Na+], O, O=S(=O)(O)O. Product: CCc1sc(Cl)nc1C(=O)OC. RXN SMILES: [Cl-:17].[Cu:25][Cl:26].[N:1]([O-:2])=[O:3].[NH2:5][c:6]1[s:7][c:8]([CH2:15][CH3:16])[c:9]([C:11](=[O:12])[O:13][CH3:14])[n:10]1.[Na+:18].[Na+:4].[OH2:24].[S:19](=[O:20])(=[O:21])([OH:22])[OH:23]>>[c:6]1([Cl:17])[s:7][c:8]([CH2:15][CH3:16])[c:9]([C:11](=[O:12])[O:13][CH3:14])[n:10]1. The reactants are Cl (hydrochloric acid), C(CC)OC=1C=C(C=O)C=CC1 (3-propoxybenzaldehyde), C(C)OP(=O)(OCC)CC(=O)OCC (ethyl diethylphosphonoacetate), [H-].[Na+] (sodium hydride). Run in O (water), C1CCOC1 (THF), C1CCOC1 (THF). Reaction conditions: time 1.5 hour. Product: C(CC)OC=1C=C(C=CC(=O)OCC)C=CC1 (ethyl 3-propoxycinnamate). Yield: 104.5%. Reaction SMILES: C(OP([CH2:9][C:10]([O:12][CH2:13][CH3:14])=[O:11])(OCC)=O)C.[H-].[Na+].[CH2:17]([O:20][C:21]1[CH:22]=[C:23]([CH:26]=[CH:27][CH:28]=1)[CH:24]=O)[CH2:18][CH3:19].Cl>C1COCC1.O>[CH2:17]([O:20][C:21]1[CH:22]=[C:23]([CH:26]=[CH:27][CH:28]=1)[CH:24]=[CH:9][C:10]([O:12][CH2:13][CH3:14])=[O:11])[CH2:18][CH3:19] |f:1.2|. Procedure details: To ethyl diethylphosphonoacetate (24.7 g) was added THF (200 ml), and sodium hydride (60%, 4.4 g) was added at 0° C. to the resulting mixture, to which was then added dropwise a solution of 3-propoxybenzaldehyde (16.1 g) in THF (100 ml). The resulting mixture was stirred at room temperature for 1.5 hours. The reaction mixture was poured into water, was neutralized with hydrochloric acid and was extracted with ethyl acetate. The organic layer was washed with an aqueous saturated solution of sodiu... Starting materials: [N+](=O)([O-])C1=CC=C(COC(=O)N2CCC(CC2)NC(=O)C=2N=C(SC2)N2CC(C2)SC=2[C@@H]([C@H]3N(C2C(=O)OCC2=CC=C(C=C2)[N+](=O)[O-])C([C@@H]3[C@@H](C)O)=O)C)C=C1 (p-Nitrobenzyl (1R,5S,6S)-2-(1-{4-[1-(p-nitrobenzyloxycarbonyl)-piperidin-4-ylcarbamoyl]-1,3-thiazol-2-yl}azetidin-3-yl)thio-6-[(R)-1-hydroxyethyl]-1-methylcarbapen-2-em-3-carboxylate). Run in O1CCCC1 (tetrahydrofuran). Run at time 4.5 hour. The product is N1CCC(CC1)NC(=O)C=1N=C(SC1)N1CC(C1)SC=1[C@@H]([C@H]2N(C1C(=O)O)C([C@@H]2[C@@H](C)O)=O)C ((1R,5S,6S)-2-{1-[4-(piperidin-4-ylcarbamoyl)-1,3-thiazol-2-yl]azetidin-3-yl}thio-6-[(R)-1-hydroxyethyl]-1-methylcarbapen-2-em-3-carboxylic acid). Yield: 33.3%. As a reaction SMILES: [N+](C1C=CC(COC([N:12]2[CH2:17][CH2:16][CH:15]([NH:18][C:19]([C:21]3[N:22]=[C:23]([N:26]4[CH2:29][CH:28]([S:30][C:31]5[C@H:32]([CH3:55])[C@@H:33]6[C@@H:50]([C@H:51]([OH:53])[CH3:52])[C:49](=[O:54])[N:34]6[C:35]=5[C:36]([O:38]CC5C=CC([N+]([O-])=O)=CC=5)=[O:37])[CH2:27]4)[S:24][CH:25]=3)=[O:20])[CH2:14][CH2:13]2)=O)=CC=1)([O-])=O>O1CCCC1>[NH:12]1[CH2:13][CH2:14][CH:15]([NH:18][C:19]([C:21]2[N:22]=[C:23]([N:26]3[CH2:27][CH:28]([S:30][C:31]4[C@H:32]([CH3:55])[C@@H:33]5[C@@H:50]([C@H:51]([OH:53])[CH3:52])[C:49](=[O:54])[N:34]5[C:35]=4[C:36]([OH:38])=[O:37])[CH2:29]3)[S:24][CH:25]=2)=[O:20])[CH2:16][CH2:17]1. Procedure details: p-Nitrobenzyl (1R,5S,6S)-2-(1-{4-[1-(p-nitrobenzyloxycarbonyl)-piperidin-4-ylcarbamoyl]-1,3-thiazol-2-yl}azetidin-3-yl)thio-6-[(R)-1-hydroxyethyl]-1-methylcarbapen-2-em-3-carboxylate (340 mg, 0.414 mmol) (obtained as described in Example 56(1)) in a mixture of tetrahydrofuran (17 ml) and distilled water (17 ml) was subjected to catalytic hydrogenation in the presence of 10% palladium on charcoal (340 mg) at room temperature for 4.5 hours. After checking the completion of the reaction, the reacti... The reactants are O.NC1CCN(CC1)CCC1=CNC2=CC=CC=C12 (3-[2-(4-amino-1-piperidyl)ethyl]indole monohydrate), C1(CCCCC1)S(=O)(=O)Cl (cyclohexanesulphonyl chloride). Product: C1(CCCCC1)S(=O)(=O)NC1CCN(CC1)CCC1=CNC2=CC=CC=C12 (3-[2-(4-Cyclohexanesulphonamido-1-piperidyl)ethyl]indole). RXN SMILES: O.[NH2:2][CH:3]1[CH2:8][CH2:7][N:6]([CH2:9][CH2:10][C:11]2[C:19]3[C:14](=[CH:15][CH:16]=[CH:17][CH:18]=3)[NH:13][CH:12]=2)[CH2:5][CH2:4]1.[CH:20]1([S:26](Cl)(=[O:28])=[O:27])[CH2:25][CH2:24][CH2:23][CH2:22][CH2:21]1>>[CH:20]1([S:26]([NH:2][CH:3]2[CH2:8][CH2:7][N:6]([CH2:9][CH2:10][C:11]3[C:19]4[C:14](=[CH:15][CH:16]=[CH:17][CH:18]=4)[NH:13][CH:12]=3)[CH2:5][CH2:4]2)(=[O:28])=[O:27])[CH2:25][CH2:24][CH2:23][CH2:22][CH2:21]1 |f:0.1|. Reported procedure: Using an analogous procedure to Example 1 3-[2-(4-amino-1-piperidyl)ethyl]indole monohydrate may be reacted with cyclohexanesulphonyl chloride to give the title compound. The reactants are [H][H] (hydrogen), CCOCC (ether), NC(C)CCCC(C)(C)C1=CC=C(C=C1)N (2-amino-6-(4-aminophenyl)-6-methylheptane), [H][H] (Hydrogen). The reagents and catalysts are Nishimura catalyst. The solvent is Cl (hydrochloric acid). The product is NC(C)CCCC(C)(C)[C@@H]1CC[C@H](CC1)N (trans-2-amino-6-(4-aminocyclohexyl)-6-methyl-heptane). RXN SMILES: [NH2:1][CH:2]([CH2:4][CH2:5][CH2:6][C:7]([C:10]1[CH:15]=[CH:14][C:13]([NH2:16])=[CH:12][CH:11]=1)([CH3:9])[CH3:8])[CH3:3].[H][H].CCOCC>Cl>[NH2:1][CH:2]([CH2:4][CH2:5][CH2:6][C:7]([C@H:10]1[CH2:15][CH2:14][C@H:13]([NH2:16])[CH2:12][CH2:11]1)([CH3:9])[CH3:8])[CH3:3]. Procedure details: 5.0 Parts of 2-amino-6-(4-aminophenyl)-6-methylheptane dissolved in 68 parts of 1N aqueous hydrochloric acid were shaken at room temperature and atmospheric pressure with hydrogen in the presence of 0.5 parts of Nishimura catalyst (rhodium-platinum oxides). Hydrogen uptake ceased at 105% of theory and the solution was filtered free of catalyst and treated with sodium hydroxide solution to give an oil which was isolated with ether. After removing the ether the residue was distilled to give 4.0 pa... Starting materials: Brc1cc(ccn1)c2cc3C(=O)NCCc3[nH]2, Cc1cc(O)ccc1B2OC(C)(C)C(C)(C)O2. The reagents and catalysts are CCN=P(N=P(N(C)C)(N(C)C)N(C)C)(N(C)C)N(C)C (P2-Et), CC(C)c1cc(C(C)C)c(-c2ccccc2[PH](C(C)(C)C)(C(C)(C)C)[Pd]2(OS(C)(=O)=O)Nc3ccccc3-c3ccccc32)c(C(C)C)c1 (tBuXphos G3). The solvent is CS(C)=O (DMSO), O (water), CS(C)=O (DMSO), CS(C)=O (DMSO), CS(C)=O (DMSO). Conditions: time 22 hour. Yields the product Cc1cc(O)ccc1c2cc(ccn2)c3cc4C(=O)NCCc4[nH]3, Brc1cc(ccn1)c2cc3C(=O)NCCc3[nH]2, c1ccc(-c2ccccc2)cc1. Starting materials: [H][H] (hydrogen), C(C=C)OC1C(OC2=CC(=CC(=C2C1)OCC1=CC=CC=C1)OCC1=CC=CC=C1)C1=CC(=C(C=C1)OCC1=CC=CC=C1)OCC1=CC=CC=C1 (3-Allyloxy-5,7-bis-benzyloxy-2-(3,4-bis-benzyloxy-phenyl)-chroman). Reagents/catalysts: [Pd] (palladium on carbon). Run in C(C)(=O)OCC.C(C)O (ethyl acetate ethanol). Run at time 2 hour. The product is OC=1C=C(C=CC1O)C1OC=2C=C(C=C(C2CC1OCCC)O)O (2-(3,4-Dihydroxy-phenyl)-3-propoxy-chroman-5,7-diol). RXN SMILES: [H][H].[CH2:3]([O:6][CH:7]1[CH2:16][C:15]2[C:10](=[CH:11][C:12]([O:25]CC3C=CC=CC=3)=[CH:13][C:14]=2[O:17]CC2C=CC=CC=2)[O:9][CH:8]1[C:33]1[CH:38]=[CH:37][C:36]([O:39]CC2C=CC=CC=2)=[C:35]([O:47]CC2C=CC=CC=2)[CH:34]=1)[CH:4]=[CH2:5]>[Pd].C(OCC)(=O)C.C(O)C>[OH:47][C:35]1[CH:34]=[C:33]([CH:8]2[CH:7]([O:6][CH2:3][CH2:4][CH3:5])[CH2:16][C:15]3[C:14]([OH:17])=[CH:13][C:12]([OH:25])=[CH:11][C:10]=3[O:9]2)[CH:38]=[CH:37][C:36]=1[OH:39] |f:3.4|. Procedure details: To a suspension of 20% palladium on carbon (80 mg) in 1:1 ethyl acetate/ethanol (15 mL) which had been stirred vigorously under 1 atmosphere of hydrogen for 10 minutes then cooled with an ice/methanol bath was added 3-Allyloxy-5,7-bis-benzyloxy-2-(3,4-bis-benzyloxy-phenyl)-chroman (200 mg). The ice bath was removed and the reaction was stirred for 2 h under 1 atmosphere of hydrogen. The mixture was filtered and concentrated, and purified by preparative reverse phase HPLC using a gradient of 5% t... Reaction conditions: time 30 minute. Solvent: CCO (EtOH), CCO (EtOH), C(Cl)(Cl)Cl.CCOC(=O)C (chloroform EtOAc), C(Cl)(Cl)Cl.CCOC(=O)C (chloroform EtOAc). Reactants: [N+](=O)([O-])C1=CC=C(C=C1)C1=NC(=NC=C1)C1=CC=C(C=C1)C(F)(F)F (4-(4-Nitrophenyl)-2-(4-trifluoromethylphenyl)-pyrimidine), [Na] (sodium), 3-dimethylamino-1-(4-nitrophenyl)-propenone, O.O.Cl.FC(C1=CC=C(C(=N)N)C=C1)(F)F (4-trifluoromethylbenzamidine hydrochloride dihydrate). The product is FC(C1=CC=C(C=C1)C1=NC=CC(=N1)C1=CC=C(C=C1)N)(F)F (4-[2-(4-trifluoromethylphenyl)-pyrimidin-4-yl]-phenylamine). Procedure details: 4-(4-Nitrophenyl)-2-(4-trifluoromethylphenyl)-pyrimidine. To sodium metal (82.7 mg, 3.60 mmol) dissolved in absolute EtOH (3 mL) was added 4-trifluoromethylbenzamidine hydrochloride dihydrate (938 mg, 3.60 mmol) followed by EtOH (4 mL). After 30 min, 3-dimethylamino-1-(4-nitrophenyl)-propenone (498 mg, 2.26 mmol) was added, and the mixture was heated at reflux approximately 66 h and was then allowed to cool. The mixture was concentrated to a tan solid which was triturated under saturated sodium ... Isolated yield 91.0%. As a reaction SMILES: [N+:1]([C:4]1[CH:9]=[CH:8][C:7]([C:10]2[CH:15]=[CH:14][N:13]=[C:12]([C:16]3[CH:21]=[CH:20][C:19]([C:22]([F:25])([F:24])[F:23])=[CH:18][CH:17]=3)[N:11]=2)=[CH:6][CH:5]=1)([O-])=O.[Na].O.O.Cl.FC(F)(F)C1C=CC(C(N)=N)=CC=1>CCO.C(Cl)(Cl)Cl.CCOC(C)=O>[F:25][C:22]([F:23])([F:24])[C:19]1[CH:18]=[CH:17][C:16]([C:12]2[N:11]=[C:10]([C:7]3[CH:8]=[CH:9][C:4]([NH2:1])=[CH:5][CH:6]=3)[CH:15]=[CH:14][N:13]=2)=[CH:21][CH:20]=1 |f:2.3.4.5,7.8,^1:25|. Reactants: COC1=C(C=CC=C1)C1=CC(=NC12C=CC(C=C2)=O)N2CCN(CC2)CC2=CC=C(C=C2)C (4-(2-methoxyphenyl)-2-[4-(4-methylbenzyl)-1-piperazinyl]-1-azaspiro[4.5]deca-1,3,6,9-tetraen-8-one). Solvent: ClC1=C(C=C(C=C1)Cl)Cl (1,2,4-trichlorobenzene), C(Cl)Cl (methylene chloride). Yields the product COC1=C(C=CC=C1)C=1C=C(N2C1C=CC(C=C2)=O)N2CCN(CC2)CC2=CC=C(C=C2)C (1-(2-methoxyphenyl)-3-[4-(4-methylbenzyl)-1-piperazinyl]-7H-pyrrolo[1,2-a]azepin-7-one). The yield is 64.3%. As a reaction SMILES: [CH3:1][O:2][C:3]1[CH:8]=[CH:7][CH:6]=[CH:5][C:4]=1[C:9]1[C:13]2([CH:18]=[CH:17][C:16](=[O:19])[CH:15]=[CH:14]2)[N:12]=[C:11]([N:20]2[CH2:25][CH2:24][N:23]([CH2:26][C:27]3[CH:32]=[CH:31][C:30]([CH3:33])=[CH:29][CH:28]=3)[CH2:22][CH2:21]2)[CH:10]=1>ClC1C=CC(Cl)=CC=1Cl.C(Cl)Cl>[CH3:1][O:2][C:3]1[CH:8]=[CH:7][CH:6]=[CH:5][C:4]=1[C:9]1[CH:10]=[C:11]([N:20]2[CH2:21][CH2:22][N:23]([CH2:26][C:27]3[CH:28]=[CH:29][C:30]([CH3:33])=[CH:31][CH:32]=3)[CH2:24][CH2:25]2)[N:12]2[CH:18]=[CH:17][C:16](=[O:19])[CH:15]=[CH:14][C:13]=12. Reported procedure: A solution of 4-(2-methoxyphenyl)-2-[4-(4-methylbenzyl)-1-piperazinyl]-1-azaspiro[4.5]deca-1,3,6,9-tetraen-8-one (2.8 g) in 1,2,4-trichlorobenzene (80 cc) is heated for 4 hours at a temperature of about 210° C. After evaporation to dryness under reduced pressure (1 mm Hg; 0.13 kPa) at 40° C., the residue obtained is dissolved in methylene chloride (50 cc) and the solution is poured into silica (60 g) contained in a column 2 cm in diameter. Elution is first performed with a mixture of methylene c...